This data is from the Open Reaction Database (ORD), a public repository of structured organic reaction records. The task is: describe an organic reaction: reactants, conditions, products, and yield The reactants are ClCOCC1=CC=CC=C1 (choromethylbenzyl ether), C(CCC)[Li] (n-butyllithium), CCOCC (ether), O (water). Reagents/catalysts: [Cl-].[Zn+2].[Cl-] (zinc chloride). Solvent: O1CCCC1 (tetrahydrofuran), O1CCCC1 (tetrahydrofuran), O1CCCC1 (tetrahydrofuran). Reaction conditions: temperature 0 celsius, time 45 minute. Yields the product C1(=CC=CC=C1)COCC1C(CCCC1)=O (2-[(phenylmethoxy)methyl]cyclohexanone). As a reaction SMILES: [CH2:1]([Li])[CH2:2][CH2:3][CH3:4].Cl[CH2:7][O:8][CH2:9][C:10]1[CH:15]=[CH:14][CH:13]=[CH:12][CH:11]=1.[OH2:16].[CH3:17][CH2:18]OCC>O1CCCC1.[Cl-].[Zn+2].[Cl-]>[C:4]1([CH2:7][O:8][CH2:9][CH:10]2[CH2:15][CH2:14][CH2:13][CH2:12][C:11]2=[O:16])[CH:18]=[CH:17][CH:1]=[CH:2][CH:3]=1 |f:5.6.7|. Procedure details: A solution of 1-cyclohexenyloxytimethylsilane in dry tetrahydrofuran is treated with n-butyllithium (1.6M in hexane), (1.1 equivalents). After stirring 45 minutes the solution is cooled to 0° C. and a solution of zinc chloride (0.5 equivalents) in tetrahydrofuran is added dropwise. The mixture is stirred for 30 minutes followed by addition of choromethylbenzyl ether (1.2 equivalents) as a solution in tetrahydrofuran. After stirring for hours, water is added. The organics are layered with ether, ... The reactants are Cc1cc(O)n(C)n1, CN(C)C=O, N#Cc1cccc(Cl)n1, [K+], [K+], O=C([O-])[O-], O. Product: Cc1cc(Oc2cccc(C#N)n2)n(C)n1. Reaction SMILES: [CH3:1][n:2]1[n:3][c:4]([CH3:8])[cH:5][c:6]1[OH:7].[CH3:25][N:26]([CH3:27])[CH:28]=[O:29].[Cl:9][c:10]1[n:11][c:12]([C:16]#[N:17])[cH:13][cH:14][cH:15]1.[K+:18].[K+:19].[O-:20][C:21]([O-:22])=[O:23].[OH2:24]>>[CH3:1][n:2]1[n:3][c:4]([CH3:8])[cH:5][c:6]1[O:7][c:10]1[n:11][c:12]([C:16]#[N:17])[cH:13][cH:14][cH:15]1. Reactants: C(C)C1=CC(=NC=C1C#C[Si](C)(C)C)N (4-ethyl-5-trimethylsilanylethynyl-pyridin-2-ylamine), C(=O)([O-])[O-].[K+].[K+] (K2CO3). Solvent: CO (MeOH). Product: C(C)C1=CC(=NC=C1C#C)N (4-Ethyl-5-ethynyl-pyridin-2-ylamine). As a reaction SMILES: [CH2:1]([C:3]1[C:8]([C:9]#[C:10][Si](C)(C)C)=[CH:7][N:6]=[C:5]([NH2:15])[CH:4]=1)[CH3:2].C([O-])([O-])=O.[K+].[K+]>CO>[CH2:1]([C:3]1[C:8]([C:9]#[CH:10])=[CH:7][N:6]=[C:5]([NH2:15])[CH:4]=1)[CH3:2] |f:1.2.3|. Procedure: The title compound is synthesized according to general procedure GP3 starting from 3.3 g (15 mmol) 4-ethyl-5-trimethylsilanylethynyl-pyridin-2-ylamine and 1.04 g (7.5 mmol) K2CO3 in 30 mL MeOH. The product is purified by chromatography on silica gel using a DCM/MeOH gradient. Yield: 1.78 g (81%).